From a dataset of the Open Reaction Database (ORD), a public repository of structured organic reaction records. describe an organic reaction: reactants, conditions, products, and yield Reactants: CCOCCl, CCOC(C)=O, CC(=O)O, COC(=O)C1=C(C)NC(C)=C(C(=O)OC)C1c1cccc([N+](=O)[O-])c1, [H-], [Na+], C1CCOC1. Reaction SMILES: [CH2:33]([O:34][CH2:35][Cl:36])[CH3:37].[CH3:38][CH2:39][O:40][C:41](=[O:42])[CH3:43].[CH3:44][C:45](=[O:46])[OH:47].[CH3:6][C:7]1=[C:12]([C:13](=[O:14])[O:15][CH3:16])[CH:11]([c:17]2[cH:18][c:19]([N+:23](=[O:24])[O-:25])[cH:20][cH:21][cH:22]2)[C:10]([C:26](=[O:27])[O:28][CH3:29])=[C:9]([CH3:30])[NH:8]1.[H-:31].[Na+:32].[O:1]1[CH2:2][CH2:3][CH2:4][CH2:5]1>>[O:1]([CH2:2][CH3:3])[CH2:5][N:8]1[C:7]([CH3:6])=[C:12]([C:13](=[O:14])[O:15][CH3:16])[CH:11]([c:17]2[cH:18][c:19]([N+:23](=[O:24])[O-:25])[cH:20][cH:21][cH:22]2)[C:10]([C:26](=[O:27])[O:28][CH3:29])=[C:9]1[CH3:30]. The product is CCOCN1C(C)=C(C(=O)OC)C(c2cccc([N+](=O)[O-])c2)C(C(=O)OC)=C1C. Starting materials: ClC1=C(C(=CC(=C1)I)C)C(C)=O (1-(2-chloro-4-iodo-6-methylphenyl)ethanone), COC1=CC=C(C=C1)S (4-methoxybenzenethiol), [OH-].[K+] (potassium hydroxide). Reagents/catalysts: [Cu-]=O (copper(I) oxide). The solvent is CN(C)C=O (DMF), O (H2O). The product is ClC1=C(C(=CC(=C1)SC1=CC=C(C=C1)OC)C)C(C)=O (1-(2-Chloro-4-(4-methoxyphenylsulfanyl)-6-methylphenyl)ethanone). Isolated yield 13.5%. As a reaction SMILES: [Cl:1][C:2]1[CH:7]=[C:6](I)[CH:5]=[C:4]([CH3:9])[C:3]=1[C:10](=[O:12])[CH3:11].[CH3:13][O:14][C:15]1[CH:20]=[CH:19][C:18]([SH:21])=[CH:17][CH:16]=1.[OH-].[K+]>CN(C=O)C.O.[Cu-]=O>[Cl:1][C:2]1[CH:7]=[C:6]([S:21][C:18]2[CH:19]=[CH:20][C:15]([O:14][CH3:13])=[CH:16][CH:17]=2)[CH:5]=[C:4]([CH3:9])[C:3]=1[C:10](=[O:12])[CH3:11] |f:2.3|. Procedure: A mixture of 1-(2-chloro-4-iodo-6-methylphenyl)ethanone (3-1, 0.720 g, 2.44 mmol), 4-methoxybenzenethiol (0.45 mL, 3.7 mmol), copper(I) oxide (17.0 mg, 0.12 mmol), and potassium hydroxide (0.34 g, 6.1 mmol) in DMF (2.2 mL) and H2O (0.5 mL) was heated at reflux for 20 h. The mixture was quenched with H2O and extracted with ethyl acetate. The organic layer was collected, dried over MgSO4(s), and concentrated under reduced pressure. The residue was purified by column chromatography on silica gel to... Starting materials: BrCC1(S[C@H]2N(C1C(=O)OCC(Cl)(Cl)Cl)C(C2NC(=O)C=2C(=NOC2C)C2=C(C=CC=C2)Cl)=O)C (2,2,2-trichloroethyl 2-bromomethyl-2-methyl-6-[3-(2-chlorophenyl)-5-methylisoxazole-4-carboxamido]penam-3-carboxylate), CN1N=NN=C1S (1-methyl-IH-tetrazole-5-thiol). Run in P(=O)([O-])([O-])[O-] (phosphate), CC(=O)C (acetone). The product is CN1N=NN=C1SCC1(S[C@H]2N(C1C(=O)OCC(Cl)(Cl)Cl)C(C2NC(=O)C=2C(=NOC2C)C2=C(C=CC=C2)Cl)=O)C (2,2,2-trichloroethyl 2-(1-methyl-IH-tetrazol-5-yl)thiomethyl-2methyl-6-[3-(2-chlorophenyl)-5-methylisoxazole-4-carboxamido]penam-3-carboxylate). As a reaction SMILES: Br[CH2:2][C:3]1([CH3:35])[CH:7]([C:8]([O:10][CH2:11][C:12]([Cl:15])([Cl:14])[Cl:13])=[O:9])[N:6]2[C:16](=[O:34])[CH:17]([NH:18][C:19]([C:21]3[C:22]([C:27]4[CH:32]=[CH:31][CH:30]=[CH:29][C:28]=4[Cl:33])=[N:23][O:24][C:25]=3[CH3:26])=[O:20])[C@H:5]2[S:4]1.[CH3:36][N:37]1[C:41]([SH:42])=[N:40][N:39]=[N:38]1>P([O-])([O-])([O-])=O.CC(C)=O>[CH3:36][N:37]1[C:41]([S:42][CH2:2][C:3]2([CH3:35])[CH:7]([C:8]([O:10][CH2:11][C:12]([Cl:15])([Cl:14])[Cl:13])=[O:9])[N:6]3[C:16](=[O:34])[CH:17]([NH:18][C:19]([C:21]4[C:22]([C:27]5[CH:32]=[CH:31][CH:30]=[CH:29][C:28]=5[Cl:33])=[N:23][O:24][C:25]=4[CH3:26])=[O:20])[C@H:5]3[S:4]2)=[N:40][N:39]=[N:38]1. Procedure: By treating in the similar manner as described in Example 11 using 2,2,2-trichloroethyl 2-bromomethyl-2-methyl-6-[3-(2-chlorophenyl)-5-methylisoxazole-4-carboxamido]penam-3-carboxylate and 1-methyl-IH-tetrazole-5-thiol in a mixture of pH 6.85 phosphate buffer and acetone, there was obtained amorphous 2,2,2-trichloroethyl 2-(1-methyl-IH-tetrazol-5-yl)thiomethyl-2methyl-6-[3-(2-chlorophenyl)-5-methylisoxazole-4-carboxamido]penam-3-carboxylate. The reactants are CCC[N+](CCC)(CCC)CCC, C[N+]1([O-])CCOCC1, CCC[N+](CCC)(CCC)CCC, CC(C)Oc1c(C(C)O)cc2c(c1Cl)OC(C)(C)C=C2C(C)C, O=[Ru](=O)(=O)[O-]. The product is CC(=O)c1cc2c(c(Cl)c1OC(C)C)OC(C)(C)C=C2C(C)C. Reaction SMILES: [CH3:24][CH2:25][CH2:26][N+:27]([CH2:28][CH2:29][CH3:30])([CH2:31][CH2:32][CH3:33])[CH2:34][CH2:35][CH3:36].[CH3:37][N+:38]1([O-:39])[CH2:40][CH2:41][O:42][CH2:43][CH2:44]1.[CH3:45][CH2:46][CH2:47][N+:48]([CH2:49][CH2:50][CH3:51])([CH2:52][CH2:53][CH3:54])[CH2:55][CH2:56][CH3:57].[Cl:1][c:2]1[c:3]([O:20][CH:21]([CH3:22])[CH3:23])[c:4]([CH:17]([CH3:18])[OH:19])[cH:5][c:6]2[c:11]1[O:10][C:9]([CH3:12])([CH3:13])[CH:8]=[C:7]2[CH:14]([CH3:15])[CH3:16].[O:58]=[Ru:59](=[O:60])([O-:61])=[O:62]>>[Cl:1][c:2]1[c:3]([O:20][CH:21]([CH3:22])[CH3:23])[c:4]([C:17]([CH3:18])=[O:19])[cH:5][c:6]2[c:11]1[O:10][C:9]([CH3:12])([CH3:13])[CH:8]=[C:7]2[CH:14]([CH3:15])[CH3:16]. Starting materials: C(C)(C)(C)C1=NN(C(=C1)NC(=O)NC1=C(C(=CC=C1)Cl)Cl)C1=CC=C2C[C@H](N(CC2=C1)C(=O)OC(C)(C)C)C(N)=O ((3S)-t-butyl 7-(3-t-butyl-5-(3-(2,3-dichlorophenyl)ureido)-1H-pyrazol-1-yl)-3-carbamoyl-3,4-dihydroisoquinoline-2(1H)-carboxylate). Solvent: Cl (HCl), O1CCOCC1 (dioxane). Conditions: time 30 minute. Product: C(C)(C)(C)C1=NN(C(=C1)NC(=O)NC1=C(C(=CC=C1)Cl)Cl)C1=CC=C2C[C@H](NCC2=C1)C(N)=O (1-(3-t-butyl-1-((3S)-3-carbamoyl-1,2,3,4-tetrahydroisoquinolin-7-yl)-1 H-pyrazol-5-yl)-3-(2,3-dichlorophenyl)urea). Yield: 92.6%. RXN SMILES: [C:1]([C:5]1[CH:9]=[C:8]([NH:10][C:11]([NH:13][C:14]2[CH:19]=[CH:18][CH:17]=[C:16]([Cl:20])[C:15]=2[Cl:21])=[O:12])[N:7]([C:22]2[CH:31]=[C:30]3[C:25]([CH2:26][C@@H:27]([C:39](=[O:41])[NH2:40])[N:28](C(OC(C)(C)C)=O)[CH2:29]3)=[CH:24][CH:23]=2)[N:6]=1)([CH3:4])([CH3:3])[CH3:2]>Cl.O1CCOCC1>[C:1]([C:5]1[CH:9]=[C:8]([NH:10][C:11]([NH:13][C:14]2[CH:19]=[CH:18][CH:17]=[C:16]([Cl:20])[C:15]=2[Cl:21])=[O:12])[N:7]([C:22]2[CH:31]=[C:30]3[C:25]([CH2:26][C@@H:27]([C:39](=[O:41])[NH2:40])[NH:28][CH2:29]3)=[CH:24][CH:23]=2)[N:6]=1)([CH3:4])([CH3:2])[CH3:3]. Reported procedure: A solution of (3S)-2-t-butyl 3-methyl 7-(3-t-butyl-5-(3-(2,3-dichlorophenyl)ureido)-1H-pyrazol-1-yl)-3,4-dihydroiso-quinoline-2,3 (1H)-dicarboxylate (from Example 177, 0.100 g, 0.163 mmol) in 7N NH3/MeOH (3 mL) was stirred at RT overnight. The solvent was removed under reduced pressureand the residue was dissolved in CH2Cl2 (2 mL). Boc anhydride (0.036 g, 0.163 mmol) was added and the solution was stirred at room temperature for 30 min. The solvent was evaporated and the residue was purified by ... Starting materials: C(C)(=O)O (acetic acid), C1CCOC1 (THF), [OH-].[Na+] (sodium hydroxide), COC(=O)C1=NC(=CC=C1)N1N=C(NC1=O)C(NC1=CC=C(C=C1)C1=NOC(=N1)C)C1=C(C(=CC(=C1)OC)OCCF)F (6-(3-{[2-fluoro-3-(2-fluoroethoxy)-5-methoxyphenyl]-[4-(5-methyl-[1,2,4]oxadiazol-3-yl)phenylamino]methyl}-5-oxo-4,5-dihydro-[1,2,4]triazol-1-yl)pyridine-2-carboxylic acid methyl ester). The solvent is CO (methanol). Conditions: time 15 hour. Yields the product FC1=C(C=C(C=C1OCCF)OC)C(C1=NN(C(N1)=O)C1=CC=CC(=N1)C(=O)O)NC1=CC=C(C=C1)C1=NOC(=N1)C (6-(3-{[2-fluoro-3-(2-fluoroethoxy)-5-methoxyphenyl]-[4-(5-methyl-[1,2,4]oxadiazol-3-yl)phenylamino]methyl}-5-oxo-4,5-dihydro-[1,2,4]triazol-1-yl)pyridine-2-carboxylic acid). The yield is 49.7%. RXN SMILES: C[O:2][C:3]([C:5]1[CH:10]=[CH:9][CH:8]=[C:7]([N:11]2[C:15](=[O:16])[NH:14][C:13]([CH:17]([C:31]3[CH:36]=[C:35]([O:37][CH3:38])[CH:34]=[C:33]([O:39][CH2:40][CH2:41][F:42])[C:32]=3[F:43])[NH:18][C:19]3[CH:24]=[CH:23][C:22]([C:25]4[N:29]=[C:28]([CH3:30])[O:27][N:26]=4)=[CH:21][CH:20]=3)=[N:12]2)[N:6]=1)=[O:4].C1COCC1.[OH-].[Na+].C(O)(=O)C>CO>[F:43][C:32]1[C:33]([O:39][CH2:40][CH2:41][F:42])=[CH:34][C:35]([O:37][CH3:38])=[CH:36][C:31]=1[CH:17]([NH:18][C:19]1[CH:24]=[CH:23][C:22]([C:25]2[N:29]=[C:28]([CH3:30])[O:27][N:26]=2)=[CH:21][CH:20]=1)[C:13]1[NH:14][C:15](=[O:16])[N:11]([C:7]2[N:6]=[C:5]([C:3]([OH:4])=[O:2])[CH:10]=[CH:9][CH:8]=2)[N:12]=1 |f:2.3|. Reported procedure: After dissolving 167 mg of 6-(3-{[2-fluoro-3-(2-fluoroethoxy)-5-methoxyphenyl]-[4-(5-methyl-[1,2,4]oxadiazol-3-yl)phenylamino]methyl}-5-oxo-4,5-dihydro-[1,2,4]triazol-1-yl)pyridine-2-carboxylic acid methyl ester in 6 ml of a methanol:THF=2:1 mixed solvent, there was added 562 μl of a 5N aqueous sodium hydroxide solution and the mixture was stirred at room temperature for 15 hours. The mixture was adjusted to acidic with acetic acid and then concentrated under reduced pressure. The residue was di... Yields the product C(C)(C)(C)NC1=C(N=C2SC=C(N21)CC(=O)O)C2=C(C=CC=C2)OC ([5-tert-Butylamino-6-(2-methoxy-phenyl)-imidazo[2,1-b]thiazol-3-yl]-acetic acid). Procedure: Compound 33 was prepared in accordance with the general synthesis instructions from 1.0 ml (0.1 mmol) (2-aminothiazol-4-yl)acetic acid solution (0.1 M, MC), 0.575 ml (0.115 mmol) tert-butylisonitrile solution (0.2 M, MC), 0.500 ml (0.15 mmol) 2-methoxybenzaldehyde solution (0.3 M, MC) and 10 μl perchloric acid (w=20%) in a substance library. Solvent: Cl(=O)(=O)(=O)O (perchloric acid). As a reaction SMILES: [NH2:1][C:2]1[S:3][CH:4]=[C:5]([CH2:7][C:8]([OH:10])=[O:9])[N:6]=1.[C:11]([N+:15]#[C-:16])([CH3:14])([CH3:13])[CH3:12].[CH3:17][O:18][C:19]1[CH:26]=[CH:25][CH:24]=[CH:23][C:20]=1[CH:21]=O>Cl(O)(=O)(=O)=O>[C:11]([NH:15][C:16]1[N:6]2[C:2]([S:3][CH:4]=[C:5]2[CH2:7][C:8]([OH:10])=[O:9])=[N:1][C:21]=1[C:20]1[CH:23]=[CH:24][CH:25]=[CH:26][C:19]=1[O:18][CH3:17])([CH3:14])([CH3:13])[CH3:12]. Starting materials: NC=1SC=C(N1)CC(=O)O ((2-aminothiazol-4-yl)acetic acid), C(C)(C)(C)[N+]#[C-] (tert-butylisonitrile), COC1=C(C=O)C=CC=C1 (2-methoxybenzaldehyde). Starting materials: C(C)(C)OC1=CC=C(C=C1)B(O)O ((4-isopropoxyphenyl)boronic acid), BrC1=C(N=C(N(C1=O)CC1=CC=C(C=C1)C=1C(=CC=CC1)C#N)CCCC)C (4′-[(5-bromo-2-butyl-4-methyl-6-oxopyrimidin-1(6H)-yl)methyl]biphenyl-2-carbonitrile). Reagents/catalysts: C1=CC=C(C=C1)P([C-]2C=CC=C2)C3=CC=CC=C3.C1=CC=C(C=C1)P([C-]2C=CC=C2)C3=CC=CC=C3.Cl[Pd]Cl.[Fe+2] ([1,1′-bis(diphenylphosphino)ferrocene]dichloropalladium). Run in C(C)(=O)OCC (ethyl acetate), O1CCOCC1 (1,4-dioxane), C([O-])([O-])=O.[Cs+].[Cs+] (cesium carbonate). Conditions: temperature 100 celsius, time 8 hour. The product is C(CCC)C=1N(C(C(=C(N1)C)C1=CC=C(C=C1)OC(C)C)=O)CC1=CC=C(C=C1)C=1C(=CC=CC1)C#N (4′-{[2-butyl-5-(4-isopropoxyphenyl)-4-methyl-6-oxopyrimidin-1(6H)-yl]methyl}biphenyl-2-carbonitrile). Yield: 99.4%. RXN SMILES: [CH:1]([O:4][C:5]1[CH:10]=[CH:9][C:8](B(O)O)=[CH:7][CH:6]=1)([CH3:3])[CH3:2].Br[C:15]1[C:20](=[O:21])[N:19]([CH2:22][C:23]2[CH:28]=[CH:27][C:26]([C:29]3[C:30]([C:35]#[N:36])=[CH:31][CH:32]=[CH:33][CH:34]=3)=[CH:25][CH:24]=2)[C:18]([CH2:37][CH2:38][CH2:39][CH3:40])=[N:17][C:16]=1[CH3:41]>O1CCOCC1.C(=O)([O-])[O-].[Cs+].[Cs+].C(OCC)(=O)C.C1C=CC(P(C2C=CC=CC=2)[C-]2C=CC=C2)=CC=1.C1C=CC(P(C2C=CC=CC=2)[C-]2C=CC=C2)=CC=1.Cl[Pd]Cl.[Fe+2]>[CH2:37]([C:18]1[N:19]([CH2:22][C:23]2[CH:24]=[CH:25][C:26]([C:29]3[C:30]([C:35]#[N:36])=[CH:31][CH:32]=[CH:33][CH:34]=3)=[CH:27][CH:28]=2)[C:20](=[O:21])[C:15]([C:8]2[CH:9]=[CH:10][C:5]([O:4][CH:1]([CH3:3])[CH3:2])=[CH:6][CH:7]=2)=[C:16]([CH3:41])[N:17]=1)[CH2:38][CH2:39][CH3:40] |f:3.4.5,7.8.9.10|. Reported procedure: A mixture of (4-isopropoxyphenyl)boronic acid (0.31 g), [1,1′-bis(diphenylphosphino)ferrocene]dichloropalladium (0.05 g) and 4′-[(5-bromo-2-butyl-4-methyl-6-oxopyrimidin-1(6H)-yl)methyl]biphenyl-2-carbonitrile (0.5 g) in 1,4-dioxane (10 mL) and 2 M cesium carbonate (2 mL) was stirred overnight at 100° C. under an argon atmosphere. After cooling, the reaction mixture was diluted with ethyl acetate, washed with water, dried over sodium sulfate and concentrated. The residue was purified by silica g...